From a dataset of the Open Reaction Database (ORD), a public repository of structured organic reaction records. describe an organic reaction: reactants, conditions, products, and yield Reaction conditions: time 24 hour. Reactants: COC([C@@H](CC1=CC=CC=C1)OC1=C(C=C(C=C1Br)C1=C2C=CC=CC2=C(C2=C1C1=C(S2)C=CC=C1)O)Br)=O ((R)-2-[2,6-dibromo-4-(6-hydroxy-benzo[b]naphtho[2,3-d ]thiophen-11-yl)-phenoxy]-3-phenyl-propionic acid methyl ester), C([O-])([O-])=O (carbonate), COC(CBr)=O (methylbromoacetate), O (water). Run in CN(C=O)C (N,N-dimethylformamide). As a reaction SMILES: [CH3:1][O:2][C:3](=[O:39])[C@H:4]([O:12][C:13]1[C:18]([Br:19])=[CH:17][C:16]([C:20]2[C:29]3[C:30]4[CH:36]=[CH:35][CH:34]=[CH:33][C:31]=4[S:32][C:28]=3[C:27]([OH:37])=[C:26]3[C:21]=2[CH:22]=[CH:23][CH:24]=[CH:25]3)=[CH:15][C:14]=1[Br:38])[CH2:5][C:6]1[CH:11]=[CH:10][CH:9]=[CH:8][CH:7]=1.C(=O)([O-])[O-].[CH3:44][O:45][C:46](=[O:49])[CH2:47]Br.O>CN(C)C=O>[CH3:1][O:2][C:3](=[O:39])[CH:4]([O:12][C:13]1[C:18]([Br:19])=[CH:17][C:16]([C:20]2[C:29]3[C:30]4[CH:36]=[CH:35][CH:34]=[CH:33][C:31]=4[S:32][C:28]=3[C:27]([O:37][CH2:47][C:46]([O:45][CH3:44])=[O:49])=[C:26]3[C:21]=2[CH:22]=[CH:23][CH:24]=[CH:25]3)=[CH:15][C:14]=1[Br:38])[CH2:5][C:6]1[CH:11]=[CH:10][CH:9]=[CH:8][CH:7]=1. Procedure: To a solution of (R)-2-[2,6-dibromo-4-(6-hydroxy-benzo[b]naphtho[2,3-d ]thiophen-11-yl)-phenoxy]-3-phenyl-propionic acid methyl ester (0.60 g, 0.906 mmol) in anhydrous N,N-dimethylformamide was added potassuim carbonate (0.376 g, 2.72 mmol, 3 eq) and methylbromoacetate (0.26 mL, 2.72 mmol, 3 eq) at room temperature under a dry nitrogen atmosphere. After stirring for 24 hours the reaction mixture was combined with water (60 mL) the organics were extracted with diethyl ether (2×100 mL). The extrac... Isolated yield 74.1%. The product is COC(C(CC1=CC=CC=C1)OC1=C(C=C(C=C1Br)C1=C2C=CC=CC2=C(C2=C1C1=C(S2)C=CC=C1)OCC(=O)OC)Br)=O (2,6-Dibromo-4-(6-methoxycarbonylmethoxy-benzo[b]naphtho[2,3-d]thiophen-11 -yl)-phenoxyl-3-phenyl-propionic acid methyl ester). The reactants are FC1=C(C(=CC=C1)F)C=1NC(=C(N1)C1=CC=CC=C1)C1=CC(=C(C=C1)N)NCC1CC1 (2-(2,6-difluorophenyl)-4-phenyl-5-(3-(cyclopropylmethyl)amino-4-aminophenyl)imidazole), COC(OC)OC (trimethylorthoformate). Run in C(C)(=O)O (acetic acid). Product: C1(CC1)CN1C=NC2=C1C=C(C=C2)C2=C(N=C(N2)C2=C(C=CC=C2F)F)C2=CC=CC=C2 (1-Cyclopropylmethyl-6-(2-(2,6-difluorophenyl)-4-phenyl-1H-imidazol-5-yl)-1H-benzimidazole). As a reaction SMILES: [F:1][C:2]1[CH:7]=[CH:6][CH:5]=[C:4]([F:8])[C:3]=1[C:9]1[NH:10][C:11]([C:20]2[CH:25]=[CH:24][C:23]([NH2:26])=[C:22]([NH:27][CH2:28][CH:29]3[CH2:31][CH2:30]3)[CH:21]=2)=[C:12]([C:14]2[CH:19]=[CH:18][CH:17]=[CH:16][CH:15]=2)[N:13]=1.[CH3:32]OC(OC)OC>C(O)(=O)C>[CH:29]1([CH2:28][N:27]2[C:22]3[CH:21]=[C:20]([C:11]4[NH:10][C:9]([C:3]5[C:4]([F:8])=[CH:5][CH:6]=[CH:7][C:2]=5[F:1])=[N:13][C:12]=4[C:14]4[CH:19]=[CH:18][CH:17]=[CH:16][CH:15]=4)[CH:25]=[CH:24][C:23]=3[N:26]=[CH:32]2)[CH2:30][CH2:31]1. Procedure: Heat a mixture of 2-(2,6-difluorophenyl)-4-phenyl-5-(3-(cyclopropylmethyl)amino-4-aminophenyl)imidazole (0.100 g, 0.24 mmol) and trimethylorthoformate (2 mL) in acetic acid (4 mL) at 120° C. for 1 hour. Cool the reaction mixture to room temperature and concentrate under reduced pressure. Dilute the residue with methanol and pour over an SCX column, eluting sequentially with methanol followed by 2N ammonia in methanol. Combine the basic fractions and concentrate under reduced pressure. Subject th... The reactants are CCN(C(C)C)C(C)C, CC(Oc1c(N)ncc2c(C3=CCNCC3)coc12)c1c(Cl)ccc(F)c1Cl, O=C=Nc1ccccc1Cl, CN(C)C=O. Yields the product CC(Oc1c(N)ncc2c(C3=CCN(C(=O)Nc4ccccc4Cl)CC3)coc12)c1c(Cl)ccc(F)c1Cl. Reaction SMILES: [CH:39]([N:40]([CH2:41][CH3:42])[CH:43]([CH3:44])[CH3:45])([CH3:46])[CH3:47].[Cl:1][c:2]1[c:3]([CH:10]([CH3:11])[O:12][c:13]2[c:14]3[c:15]([cH:16][n:17][c:18]2[NH2:19])[c:20]([C:23]2=[CH:28][CH2:27][NH:26][CH2:25][CH2:24]2)[cH:21][o:22]3)[c:4]([Cl:9])[cH:5][cH:6][c:7]1[F:8].[Cl:29][c:30]1[c:31]([N:36]=[C:37]=[O:38])[cH:32][cH:33][cH:34][cH:35]1.[O:48]=[CH:49][N:50]([CH3:51])[CH3:52]>>[Cl:1][c:2]1[c:3]([CH:10]([CH3:11])[O:12][c:13]2[c:14]3[c:15]([cH:16][n:17][c:18]2[NH2:19])[c:20]([C:23]2=[CH:28][CH2:27][N:26]([C:37]([NH:36][c:31]4[c:30]([Cl:29])[cH:35][cH:34][cH:33][cH:32]4)=[O:38])[CH2:25][CH2:24]2)[cH:21][o:22]3)[c:4]([Cl:9])[cH:5][cH:6][c:7]1[F:8]. The reactants are [Na], C(OCC1CO1)C1CO1, O, OCc1ccccc1. Yields the product OCC1COCC(COCc2ccccc2)O1. Reaction SMILES: [Na:9].[O:10]([CH2:11][CH:12]1[O:13][CH2:14]1)[CH2:15][CH:16]1[O:17][CH2:18]1.[OH2:19].[OH:1][CH2:2][c:3]1[cH:4][cH:5][cH:6][cH:7][cH:8]1>>[O:1]([CH2:2][c:3]1[cH:4][cH:5][cH:6][cH:7][cH:8]1)[CH2:18][CH:16]1[CH2:15][O:10][CH2:11][CH:12]([CH2:14][OH:13])[O:17]1. The reactants are [Br-], CCOC(=O)C[P+](c1ccccc1)(c1ccccc1)c1ccccc1, ClC(Cl)Cl, [Na+], [OH-], O. Yields the product CCOC(=O)C=P(c1ccccc1)(c1ccccc1)c1ccccc1. As a reaction SMILES: [Br-:3].[C:4](=[O:5])([O:6][CH2:7][CH3:8])[CH2:9][P+:10]([c:11]1[cH:12][cH:13][cH:14][cH:15][cH:16]1)([c:17]1[cH:18][cH:19][cH:20][cH:21][cH:22]1)[c:23]1[cH:24][cH:25][cH:26][cH:27][cH:28]1.[CH:30]([Cl:31])([Cl:32])[Cl:33].[Na+:2].[OH-:1].[OH2:29]>>[C:4](=[O:5])([O:6][CH2:7][CH3:8])[CH:9]=[P:10]([c:11]1[cH:12][cH:13][cH:14][cH:15][cH:16]1)([c:17]1[cH:18][cH:19][cH:20][cH:21][cH:22]1)[c:23]1[cH:24][cH:25][cH:26][cH:27][cH:28]1.